describe an organic reaction: reactants, conditions, products, and yield From a dataset of the Open Reaction Database (ORD), a public repository of structured organic reaction records. The reactants are BrC(Br)(Br)Br, ClCCl, Cc1cc(OCCCS(C)(=O)=O)nc(C)c1-c1cccc(CO)c1, c1ccc(P(c2ccccc2)c2ccccc2)cc1. Product: Cc1cc(OCCCS(C)(=O)=O)nc(C)c1-c1cccc(CBr)c1. RXN SMILES: [C:25]([Br:26])([Br:27])([Br:28])[Br:29].[CH2:49]([Cl:50])[Cl:51].[CH3:1][c:2]1[n:3][c:4]([O:17][CH2:18][CH2:19][CH2:20][S:21](=[O:22])(=[O:23])[CH3:24])[cH:5][c:6]([CH3:16])[c:7]1-[c:8]1[cH:9][c:10]([CH2:14][OH:15])[cH:11][cH:12][cH:13]1.[c:30]1([P:31]([c:32]2[cH:33][cH:34][cH:35][cH:36][cH:37]2)[c:38]2[cH:39][cH:40][cH:41][cH:42][cH:43]2)[cH:44][cH:45][cH:46][cH:47][cH:48]1>>[CH3:1][c:2]1[n:3][c:4]([O:17][CH2:18][CH2:19][CH2:20][S:21](=[O:22])(=[O:23])[CH3:24])[cH:5][c:6]([CH3:16])[c:7]1-[c:8]1[cH:9][c:10]([CH2:14][Br:26])[cH:11][cH:12][cH:13]1. Reactants: NS(=O)(=O)c1cccc(-c2nc(C(F)(F)F)nc(Cl)c2-c2ccccc2)c1, O=[N+]([O-])c1ccc(N2CCNCC2)nc1, O, c1ccncc1. Yields the product NS(=O)(=O)c1cccc(-c2nc(C(F)(F)F)nc(N3CCN(c4ccc([N+](=O)[O-])cn4)CC3)c2-c2ccccc2)c1. Reaction SMILES: [Cl:1][c:2]1[c:3](-[c:22]2[cH:23][cH:24][cH:25][cH:26][cH:27]2)[c:4](-[c:12]2[cH:13][c:14]([S:18](=[O:19])(=[O:20])[NH2:21])[cH:15][cH:16][cH:17]2)[n:5][c:6]([C:8]([F:9])([F:10])[F:11])[n:7]1.[N+:28](=[O:29])([O-:30])[c:31]1[cH:32][cH:33][c:34]([N:37]2[CH2:38][CH2:39][NH:40][CH2:41][CH2:42]2)[n:35][cH:36]1.[OH2:43].[cH:44]1[cH:45][cH:46][n:47][cH:48][cH:49]1>>[c:2]1([N:40]2[CH2:39][CH2:38][N:37]([c:34]3[cH:33][cH:32][c:31]([N+:28](=[O:29])[O-:30])[cH:36][n:35]3)[CH2:42][CH2:41]2)[c:3](-[c:22]2[cH:23][cH:24][cH:25][cH:26][cH:27]2)[c:4](-[c:12]2[cH:13][c:14]([S:18](=[O:19])(=[O:20])[NH2:21])[cH:15][cH:16][cH:17]2)[n:5][c:6]([C:8]([F:9])([F:10])[F:11])[n:7]1. The reactants are C(=O)(O)C1=C2C(OCC2=C(C(=C1C/C=C(/CCC(=O)O)\C)OC)C)=O ((E)-6-(4-carboxy-1,3-dihydro-6-methoxy-7-methyl-3-oxoisobenzofuran-5-yl)-4-methyl-4-hexenoic acid), C1(=CC=C(C=C1)S(=O)(=O)O)C (p-toluenesulfonic acid). The solvent is CO (methanol). The product is C(=O)(O)C1=C2C(OCC2=C(C(=C1C/C=C(/CCC(=O)OC)\C)OC)C)=O (methyl (E)-6-(4-carboxy-1,3-dihydro-6-methoxy-7-methyl-3-oxoisobenzofuran-5-yl)-4-methyl-4-hexenoate). The yield is 930.0%. RXN SMILES: [C:1]([C:4]1[C:12]([CH2:13]/[CH:14]=[C:15](\[CH3:21])/[CH2:16][CH2:17][C:18]([OH:20])=[O:19])=[C:11]([O:22][CH3:23])[C:10]([CH3:24])=[C:9]2[C:5]=1[C:6](=[O:25])[O:7][CH2:8]2)([OH:3])=[O:2].[C:26]1(C)C=CC(S(O)(=O)=O)=CC=1>CO>[C:1]([C:4]1[C:12]([CH2:13]/[CH:14]=[C:15](\[CH3:21])/[CH2:16][CH2:17][C:18]([O:20][CH3:26])=[O:19])=[C:11]([O:22][CH3:23])[C:10]([CH3:24])=[C:9]2[C:5]=1[C:6](=[O:25])[O:7][CH2:8]2)([OH:3])=[O:2]. Procedure details: A solution of 3.88 g (11.1 mmol) of (E)-6-(4-carboxy-1,3-dihydro-6-methoxy-7-methyl-3-oxoisobenzofuran-5-yl)-4-methyl-4-hexenoic acid and 0.2 g (1.0 mmol) of p-toluenesulfonic acid in methanol (60 ml) was stirred at room temperature for 8 hours. The solvent was evaporated under reduced pressure. The residue was dissolved in ethyl acetate, and this solution was washed twice with water, once with brine, and dried over magnesium sulfate. The solvent was evaporated under reduced pressure to give a s... The reactants are CN(C(=O)OC(C)(C)C)C(C)(C)CC=CC(=O)O, CCN(C(C)C)C(C)C, CCN=C=NCCCN(C)C, CN(C)C=O, CCOC(C)=O, ClCCl, Cl, On1nnc2cccnc21, CNC(Cc1ccc2ccccc2c1)C(=O)N(C)CCc1ccccc1OCCO. Yields the product CN(CCc1ccccc1OCCO)C(=O)C(Cc1ccc2ccccc2c1)N(C)C(=O)C=CCC(C)(C)N(C)C(=O)OC(C)(C)C. RXN SMILES: [C:1]([CH3:2])([CH3:3])([CH3:4])[O:5][C:6](=[O:7])[N:8]([CH3:9])[C:10]([CH2:11][CH:12]=[CH:13][C:14](=[O:15])[OH:16])([CH3:17])[CH3:18].[CH2:71]([N:72]([CH:73]([CH3:74])[CH3:75])[CH:76]([CH3:77])[CH3:78])[CH3:79].[CH3:30][N:31]([CH3:32])[CH2:33][CH2:34][CH2:35][N:36]=[C:37]=[N:38][CH2:39][CH3:40].[CH3:80][N:81]([CH3:82])[CH:83]=[O:84].[CH3:88][CH2:89][O:90][C:91](=[O:92])[CH3:93].[Cl:85][CH2:86][Cl:87].[ClH:29].[OH:19][n:20]1[c:21]2[n:22][cH:23][cH:24][cH:25][c:26]2[n:27][n:28]1.[OH:41][CH2:42][CH2:43][O:44][c:45]1[c:46]([CH2:51][CH2:52][N:53]([C:54]([CH:55]([CH2:56][c:57]2[cH:58][c:59]3[cH:60][cH:61][cH:62][cH:63][c:64]3[cH:65][cH:66]2)[NH:67][CH3:68])=[O:69])[CH3:70])[cH:47][cH:48][cH:49][cH:50]1>>[C:1]([CH3:2])([CH3:3])([CH3:4])[O:5][C:6](=[O:7])[N:8]([CH3:9])[C:10]([CH2:11][CH:12]=[CH:13][C:14](=[O:16])[N:67]([CH:55]([C:54]([N:53]([CH2:52][CH2:51][c:46]1[c:45]([O:44][CH2:43][CH2:42][OH:41])[cH:50][cH:49][cH:48][cH:47]1)[CH3:70])=[O:69])[CH2:56][c:57]1[cH:58][c:59]2[cH:60][cH:61][cH:62][cH:63][c:64]2[cH:65][cH:66]1)[CH3:68])([CH3:17])[CH3:18]. The reactants are NC1=C(C(=O)O)C=CC=C1[N+](=O)[O-] (2-amino-3-nitrobenzoic acid), S(=O)(Cl)Cl (thionyl chloride). Run at time 15 minute. Product: 10.8, NC1=C(C(=O)Cl)C=CC=C1[N+](=O)[O-] (2-amino-3-nitrobenzoyl chloride). The yield is 100.0%. RXN SMILES: [NH2:1][C:2]1[C:10]([N+:11]([O-:13])=[O:12])=[CH:9][CH:8]=[CH:7][C:3]=1[C:4](O)=[O:5].S(Cl)([Cl:16])=O>>[NH2:1][C:2]1[C:10]([N+:11]([O-:13])=[O:12])=[CH:9][CH:8]=[CH:7][C:3]=1[C:4]([Cl:16])=[O:5]. Reported procedure: A mixture of 9.90 parts of 2-amino-3-nitrobenzoic acid and 32.4 parts of thionyl chloride was stirred for 15 min at reflux temperature under argon. The excess of thionyl chloride was evaporated, yielding 10.8 parts (100%) of 2-amino-3-nitrobenzoyl chloride (interm. 39). The reactants are COc1cc(Br)c(O)cc1C(=O)O, CCOCC, Cl, [Na+], O=[N+]([O-])[O-], O. The product is COc1cc(Br)c(O)c([N+](=O)[O-])c1C(=O)O. As a reaction SMILES: [Br:7][c:8]1[c:9]([OH:19])[cH:10][c:11]([C:12](=[O:13])[OH:14])[c:15]([O:17][CH3:18])[cH:16]1.[CH3:21][CH2:22][O:23][CH2:24][CH3:25].[ClH:6].[Na+:1].[O-:2][N+:3]([O-:4])=[O:5].[OH2:20]>>[O-:2][N+:3](=[O:5])[c:10]1[c:9]([OH:19])[c:8]([Br:7])[cH:16][c:15]([O:17][CH3:18])[c:11]1[C:12](=[O:13])[OH:14]. Starting materials: solution, Cl (hydrogen chloride), CN1CC(OCC1)COC1=C(C=CC=C1)CCCCC1=CC=CC=C1 (4-methyl-2-[2-(4-phenylbutyl)phenoxymethyl]morpholine). Run in O1CCOCC1 (dioxane), C(C)(=O)OCC (ethyl acetate). Yields the product Cl.CN1CC(OCC1)COC1=C(C=CC=C1)CCCCC1=CC=CC=C1 (4-Methyl-2-[2-(4 -phenylbutyl)phenoxymethyl]morpholine hydrochloride). Yield: 86.0%. RXN SMILES: [ClH:1].[CH3:2][N:3]1[CH2:8][CH2:7][O:6][CH:5]([CH2:9][O:10][C:11]2[CH:16]=[CH:15][CH:14]=[CH:13][C:12]=2[CH2:17][CH2:18][CH2:19][CH2:20][C:21]2[CH:26]=[CH:25][CH:24]=[CH:23][CH:22]=2)[CH2:4]1>O1CCOCC1.C(OCC)(=O)C>[ClH:1].[CH3:2][N:3]1[CH2:8][CH2:7][O:6][CH:5]([CH2:9][O:10][C:11]2[CH:16]=[CH:15][CH:14]=[CH:13][C:12]=2[CH2:17][CH2:18][CH2:19][CH2:20][C:21]2[CH:22]=[CH:23][CH:24]=[CH:25][CH:26]=2)[CH2:4]1 |f:4.5|. Reported procedure: 0.26 ml of a 4N solution of hydrogen chloride in dioxane was added to a solution of 183 mg of 4-methyl-2-[2-(4-phenylbutyl)phenoxymethyl]morpholine [prepared as described in step (a) above] in 5 ml of ethyl acetate, and the resulting mixture was allowed to stand at room temperature. The crystals which precipitated were collected by filtration and dried in vacuo, to give 175 mg (yield 86%) of the title compound as colorless needles, melting at 135°-136° C. Starting materials: [OH-].[K+] (potassium hydroxide), COC(=O)[C@H]1C(=CS[C@H]2N1C([C@H]2NC(COC2=CC=CC=C2)=O)=O)OC (7β-phenoxyacetamido-3-methoxy-ceph-2-em-4α-carboxylic acid methyl ester), O (water), Cl (hydrochloric acid). The solvent is O1CCCC1 (tetrahydrofurane), C(Cl)Cl (methylene chloride). Reaction conditions: time 5 minute. Yields the product O(C1=CC=CC=C1)CC(=O)N[C@H]1[C@@H]2N([C@H](C(=CS2)OC)C(=O)O)C1=O (7β-phenoxyacetamido-3-methoxy-ceph-2-em-4α-carboxylic acid). Reaction SMILES: [OH-].[K+].C[O:4][C:5]([C@@H:7]1[N:12]2[C:13](=[O:26])[C@@H:14]([NH:15][C:16](=[O:25])[CH2:17][O:18][C:19]3[CH:24]=[CH:23][CH:22]=[CH:21][CH:20]=3)[C@H:11]2[S:10][CH:9]=[C:8]1[O:27][CH3:28])=[O:6].O.Cl>O1CCCC1.C(Cl)Cl>[O:18]([CH2:17][C:16]([NH:15][C@@H:14]1[C:13](=[O:26])[N:12]2[C@@H:7]([C:5]([OH:6])=[O:4])[C:8]([O:27][CH3:28])=[CH:9][S:10][C@H:11]12)=[O:25])[C:19]1[CH:24]=[CH:23][CH:22]=[CH:21][CH:20]=1 |f:0.1|. Reported procedure: 15 ml of cooled 0.1 N aqueous potassium hydroxide solution are added, whilst stirring, to a solution, cooled in an ice bath, of 382 mg of 7β-phenoxyacetamido-3-methoxy-ceph-2-em-4α-carboxylic acid methyl ester in 30 ml of tetrahydrofurane. After 5 minutes, 100 ml of water and 70 ml of methylene chloride are added and the mixture is acidified by adding 10 ml of 1 N aqueous hydrochloric acid. The methylene chloride phase is separated off and the aqueous phase is extracted with 30 ml of methylene c... Starting materials: C[Sn](C)(C)Cl (trimethyltin chloride), CC1=CC2=C(SC=C2)C=C1 (5-methylbenzo[b]thiophene), [Cl-].[NH4+] (ammonium chloride). Run in CCOCC (ether), CCOCC (ether), CCCCCC (hexane), CCOCC (ether). Reaction conditions: time 30 minute. The product is CC1=CC2=C(SC(=C2)[Sn](C)(C)C)C=C1 (5-methyl-2-trimethylstannylbenzo[b]thiophene). Reaction SMILES: [CH3:1][C:2]1[CH:10]=[CH:9][C:5]2[S:6][CH:7]=[CH:8][C:4]=2[CH:3]=1.[CH3:11][Sn:12](Cl)([CH3:14])[CH3:13].[Cl-].[NH4+]>CCOCC.CCCCCC>[CH3:1][C:2]1[CH:10]=[CH:9][C:5]2[S:6][C:7]([Sn:12]([CH3:14])([CH3:13])[CH3:11])=[CH:8][C:4]=2[CH:3]=1 |f:2.3|. Reported procedure: A solution of 7.411 g of 5-methylbenzo[b]thiophene (Maybridge, Chemical Co. Ltd., 11-78) in 35 ml of ether is added dropwise at 0° to a mixture of 40 ml of 1.5N butylithium in hexane and 40 ml of ether. After 30 minutes, a solution of 9.963 g of trimethyltin chloride in 50 ml of ether is also added dropwise at 0°. After stirring for 1 hour at 0°, 50 ml of 5% ammonium chloride solution are added. The product is obtained by extracting with 100 ml and 150 ml of ether. Distillation at 0.15 mbar and ... The reactants are CN1C2CCC1CC(Oc1ccc(C#N)cc1)C2, O=CO. Yields the product CN1C2CCC1CC(Oc1ccc(C=O)cc1)C2. Reaction SMILES: [CH3:1][N:2]1[CH:3]2[CH2:4][CH:5]([O:10][c:11]3[cH:12][cH:13][c:14]([C:15]#[N:16])[cH:17][cH:18]3)[CH2:6][CH:7]1[CH2:8][CH2:9]2.[CH:19](=[O:20])[OH:21]>>[CH3:1][N:2]1[CH:3]2[CH2:4][CH:5]([O:10][c:11]3[cH:12][cH:13][c:14]([CH:15]=[O:20])[cH:17][cH:18]3)[CH2:6][CH:7]1[CH2:8][CH2:9]2.